This data is from the Open Reaction Database (ORD), a public repository of structured organic reaction records. The task is: describe an organic reaction: reactants, conditions, products, and yield The reactants are C1COCCO1, COC(=O)C(CC1CCCC1)n1ncc(Oc2ccccc2C(C)=O)cc1=O, Cl. Yields the product CC(=O)c1ccccc1Oc1cnn(C(CC2CCCC2)C(=O)O)c(=O)c1. RXN SMILES: [CH2:29]1[O:30][CH2:31][CH2:32][O:33][CH2:34]1.[CH3:1][O:2][C:3]([CH:4]([CH2:5][CH:6]1[CH2:7][CH2:8][CH2:9][CH2:10]1)[n:11]1[n:12][cH:13][c:14]([O:18][c:19]2[c:20]([C:25]([CH3:26])=[O:27])[cH:21][cH:22][cH:23][cH:24]2)[cH:15][c:16]1=[O:17])=[O:28].[ClH:35]>>[O:2]=[C:3]([CH:4]([CH2:5][CH:6]1[CH2:7][CH2:8][CH2:9][CH2:10]1)[n:11]1[n:12][cH:13][c:14]([O:18][c:19]2[c:20]([C:25]([CH3:26])=[O:27])[cH:21][cH:22][cH:23][cH:24]2)[cH:15][c:16]1=[O:17])[OH:28]. Reactants: ClC1=NCCCCC1 (2-chloroazacyclohept-1-ene), CC1=C(N)C=CC(=C1)[N+](=O)[O-] (2-methyl-4-nitroaniline). The product is Cl.Cl.CC1=C(C=CC(=C1)N)NC1=NCCCCC1 (2-[(2-Methyl-4-aminophenyl)amino]azacyclohept-1-ene, dihydrochloride). Reaction SMILES: [Cl:1][C:2]1[CH2:8][CH2:7][CH2:6][CH2:5][CH2:4][N:3]=1.[CH3:9][C:10]1[CH:16]=[C:15]([N+:17]([O-])=O)[CH:14]=[CH:13][C:11]=1[NH2:12]>>[ClH:1].[ClH:1].[CH3:9][C:10]1[CH:16]=[C:15]([NH2:17])[CH:14]=[CH:13][C:11]=1[NH:12][C:2]1[CH2:8][CH2:7][CH2:6][CH2:5][CH2:4][N:3]=1 |f:2.3.4|. Reported procedure: The title compound was prepared by the methods of Examples 8 and 9 using 2-chloroazacyclohept-1-ene (0.2 mole), prepared as in Example 3, and 15.2 g (0.1 mole) of 2-methyl-4-nitroaniline. Structure assignment was supported by elemental analysis. Reactants: Cl.N1(CCC2=CC=CC=C12)NC(SC)=N (1-(indolin-1-yl)-2-methylisothiourea hydrochloride), Cl.NO (hydroxylamine hydrochloride), [O-]CC.[K+] (potassium ethoxide). Solvent: C(C)O (ethanol). The product is ONC(=N)NN1CCC2=CC=CC=C12 (1-hydroxy-3-(indolin-1-yl)guanidine). Reaction SMILES: Cl.[N:2]1([NH:11][C:12](=[NH:15])SC)[C:10]2[C:5](=[CH:6][CH:7]=[CH:8][CH:9]=2)[CH2:4][CH2:3]1.Cl.[NH2:17][OH:18].[O-]CC.[K+]>C(O)C>[OH:18][NH:17][C:12]([NH:11][N:2]1[C:10]2[C:5](=[CH:6][CH:7]=[CH:8][CH:9]=2)[CH2:4][CH2:3]1)=[NH:15] |f:0.1,2.3,4.5|. Reported procedure: 10 g of 1-(indolin-1-yl)-2-methylisothiourea hydrochloride and 11.4 g of hydroxylamine hydrochloride were suspended in 240 ml of ethanol and were heated to the boil for one hour upon the addition of 6.9 g of potassium ethoxide. Upon cooling, the potassium chloride and the excess hydroxylamine hydrochloride were filtered off with suction and the filtrate was evaporated to dryness. The evaporation residue was partitioned between concentrated aqueous ammonia solution and methylene choride. The meth... Run at time 2.5 hour. The solvent is O1CCCC1 (tetrahydrofuran). The product is OC1(C(NC2=C(CC1C1=CC=C(C=C1)OC)C=CC=C2)=O)C(=O)OC (1,3,4,5-tetrahydro-3-Hydroxy-3-(methoxycarbonyl)-4-(4-methoxyphenyl)-2H-1-benzazepin-2-one). As a reaction SMILES: [CH3:1][O:2][C:3]([CH:5]1[CH:11]([C:12]2[CH:17]=[CH:16][C:15]([O:18][CH3:19])=[CH:14][CH:13]=2)[CH2:10][C:9]2[CH:20]=[CH:21][CH:22]=[CH:23][C:8]=2[NH:7][C:6]1=[O:24])=[O:4].C[Si](C)(C)[N-][Si](C)(C)C.[K+].C1(C)C=CC=CC=1.[O:42]=O>O1CCCC1>[OH:42][C:5]1([C:3]([O:2][CH3:1])=[O:4])[CH:11]([C:12]2[CH:13]=[CH:14][C:15]([O:18][CH3:19])=[CH:16][CH:17]=2)[CH2:10][C:9]2[CH:20]=[CH:21][CH:22]=[CH:23][C:8]=2[NH:7][C:6]1=[O:24] |f:1.2|. Starting materials: C[Si]([N-][Si](C)(C)C)(C)C.[K+] (Potassium hexamethyldisilazide), C1(=CC=CC=C1)C (toluene), O=O (oxygen), COC(=O)C1C(NC2=C(CC1C1=CC=C(C=C1)OC)C=CC=C2)=O (1,3,4,5-tetrahydro-3-(methoxycarbonyl)-4-(4-methoxyphenyl)-2H-1-benzazepin-2-one). Reported procedure: Dry oxygen gas was bubbled through a cooled (ice bath) solution of 1,3,4,5-tetrahydro-3-(methoxycarbonyl)-4-(4-methoxyphenyl)-2H-1-benzazepin-2-one (13 g, 40.2 mmol) in 130 ml of dry tetrahydrofuran for 30 minutes. Potassium hexamethyldisilazide in toluene (180 ml, 0.67M, 120.5 mmol) was then added over a 7 minute period under a continuous stream of oxygen. After stirring for 2.5 hours, the oxygen flow was terminated and the reaction was quenched by the addition of 200 ml of 5% potassium bisulfa...